Dataset: the Open Reaction Database (ORD), a public repository of structured organic reaction records. Task: describe an organic reaction: reactants, conditions, products, and yield Reactants: ( b ), ClC1=C(C#N)C=CC(=C1F)I (2-chloro-3-fluoro-4-iodobenzonitrile), O1C(CCCC1)N1N=CC=C1B1OC(C)(C)C(C)(C)O1 (1-(tetrahydro-2H-pyran-2-yl)-1H-pyrazole-5-boronic acid pinacol ester), ( a ). Yields the product ClC1=C(C#N)C=CC(=C1F)C1=CC=NN1 (2-chloro-3-fluoro-4-(1H-pyrazol-5-yl)benzonitrile). RXN SMILES: [Cl:1][C:2]1[C:9]([F:10])=[C:8](I)[CH:7]=[CH:6][C:3]=1[C:4]#[N:5].O1CCCCC1[N:18]1[C:22](B2OC(C)(C)C(C)(C)O2)=[CH:21][CH:20]=[N:19]1>>[Cl:1][C:2]1[C:9]([F:10])=[C:8]([C:20]2[NH:19][N:18]=[CH:22][CH:21]=2)[CH:7]=[CH:6][C:3]=1[C:4]#[N:5]. Procedure: The title compound was prepared from 2-chloro-3-fluoro-4-iodobenzonitrile (0.242 g, 0.86 mmol) and 1-(tetrahydro-2H-pyran-2-yl)-1H-pyrazole-5-boronic acid pinacol ester (0.239 g, 0.86 mmol) using the method of Example 34 (a) and (b). Yield 0.075 g. 1H NMR (400 MHz; MeOD): δ 6.84 (dd, 1H), 7.59 (m, 2H), 7.79 (s, 1H), 8.08 (bs, 1H). Reactants: C(C)N1N=C(C(=C1)C1=C2C(=NC=C1)NC=C2)C2=CC=C(N)C=C2 (4-[1-ethyl-4-(1H-pyrrolo[2,3-b]pyridin-4-yl)-1H-pyrazol-3-yl]aniline), C(C)N=C=O (ethyl isocyanate). Product: C(C)NC(=O)NC1=CC=C(C=C1)C1=NN(C=C1C1=C2C(=NC=C1)NC=C2)CC (N-Ethyl-N′-{4-[1-ethyl-4-(1H-pyrrolo[2,3-b]pyridin-4-yl)-1H-pyrazol-3-yl]phenyl}urea). As a reaction SMILES: [CH2:1]([N:3]1[CH:7]=[C:6]([C:8]2[CH:13]=[CH:12][N:11]=[C:10]3[NH:14][CH:15]=[CH:16][C:9]=23)[C:5]([C:17]2[CH:23]=[CH:22][C:20]([NH2:21])=[CH:19][CH:18]=2)=[N:4]1)[CH3:2].[CH2:24]([N:26]=[C:27]=[O:28])[CH3:25]>>[CH2:24]([NH:26][C:27]([NH:21][C:20]1[CH:22]=[CH:23][C:17]([C:5]2[C:6]([C:8]3[CH:13]=[CH:12][N:11]=[C:10]4[NH:14][CH:15]=[CH:16][C:9]=34)=[CH:7][N:3]([CH2:1][CH3:2])[N:4]=2)=[CH:18][CH:19]=1)=[O:28])[CH3:25]. Procedure details: Following the procedure described in Example 1 with 4-[1-ethyl-4-(1H-pyrrolo[2,3-b]pyridin-4-yl)-1H-pyrazol-3-yl]aniline and ethyl isocyanate provided the title compound. ESMS [M+H]+: 375.2 The reactants are CCc1cc(O)c(F)c(C(O)c2nc(-c3ccccc3)cn2C(c2ccccc2)(c2ccccc2)c2ccccc2)c1, CCOC(C)=O, CCI, [K+], [K+], O=C([O-])[O-], CN(C)C=O. Product: CCOc1cc(CC)cc(C(O)c2nc(-c3ccccc3)cn2C(c2ccccc2)(c2ccccc2)c2ccccc2)c1F. RXN SMILES: [CH2:1]([CH3:2])[c:3]1[cH:4][c:5]([CH:11]([c:12]2[n:13]([C:23]([c:24]3[cH:25][cH:26][cH:27][cH:28][cH:29]3)([c:30]3[cH:31][cH:32][cH:33][cH:34][cH:35]3)[c:36]3[cH:37][cH:38][cH:39][cH:40][cH:41]3)[cH:14][c:15](-[c:17]3[cH:18][cH:19][cH:20][cH:21][cH:22]3)[n:16]2)[OH:42])[c:6]([F:10])[c:7]([OH:9])[cH:8]1.[CH3:57][CH2:58][O:59][C:60]([CH3:61])=[O:62].[I:49][CH2:50][CH3:51].[K+:43].[K+:44].[O-:45][C:46]([O-:47])=[O:48].[O:52]=[CH:53][N:54]([CH3:55])[CH3:56]>>[CH2:1]([CH3:2])[c:3]1[cH:4][c:5]([CH:11]([c:12]2[n:13]([C:23]([c:24]3[cH:25][cH:26][cH:27][cH:28][cH:29]3)([c:30]3[cH:31][cH:32][cH:33][cH:34][cH:35]3)[c:36]3[cH:37][cH:38][cH:39][cH:40][cH:41]3)[cH:14][c:15](-[c:17]3[cH:18][cH:19][cH:20][cH:21][cH:22]3)[n:16]2)[OH:42])[c:6]([F:10])[c:7]([O:9][CH2:50][CH3:51])[cH:8]1. Starting materials: C(C1=CC=CC=C1)(C1=CC=CC=C1)=NC=1C=CC(N(C1)C1=CC=CC=C1)=O (5-(Benzhydrylideneamino)-1-phenyl-1H-pyridin-2-one), Cl (HCl). Solvent: O1CCCC1 (tetrahydrofuran). Run at time 30 minute. Yields the product Cl.NC=1C=CC(N(C1)C1=CC=CC=C1)=O (5-Amino-1-phenyl-1H-pyridin-2-one, hydrochloride). Reaction SMILES: C(=[N:14][C:15]1[CH:16]=[CH:17][C:18](=[O:27])[N:19]([C:21]2[CH:26]=[CH:25][CH:24]=[CH:23][CH:22]=2)[CH:20]=1)(C1C=CC=CC=1)C1C=CC=CC=1.[ClH:28]>O1CCCC1>[ClH:28].[NH2:14][C:15]1[CH:16]=[CH:17][C:18](=[O:27])[N:19]([C:21]2[CH:22]=[CH:23][CH:24]=[CH:25][CH:26]=2)[CH:20]=1 |f:3.4|. Reported procedure: 5-(Benzhydrylideneamino)-1-phenyl-1H-pyridin-2-one (72.0 mg) was dissolved in tetrahydrofuran (3 ml), and aqueous HCl (2 M, 1.0 ml) was added while stirring at rt. The yellow color was faded. After 30 min, the reaction mixture was partitioned between aqueous HCl (1 M, 8 ml) and 40% EtOAc/hexane (15 ml). The aqueous layer was extracted with 40% EtOAc/hexane (15 ml), and the aqueous phase was then concentrated in vacuo to the title compound as beige foam. 1H NMR (DMSO-d6, 400 MHz): δ=6.62 (d, 1H, ... The reactants are NC1=C(C=CC(=C1)C(=O)OC)C1=C(N=CN1CC(C)C)C#N (5-(2-amino-4-methoxycarbonylphenyl)-1-isobutyl-1H-imidazole-4-carbonitrile), Cl (HCl), O1CCOCC1 (dioxane). Reaction conditions: temperature 25 celsius. The product is NC1=NC=2C=C(C=CC2C2=C1N=CN2CC(C)C)C(=O)OC (4-Amino-1-isobutyl-7-methoxycarbonyl-1H-imidazo[4,5-c]-quinoline). The yield is 88.0%. Reaction SMILES: [NH2:1][C:2]1[CH:7]=[C:6]([C:8]([O:10][CH3:11])=[O:9])[CH:5]=[CH:4][C:3]=1[C:12]1[N:16]([CH2:17][CH:18]([CH3:20])[CH3:19])[CH:15]=[N:14][C:13]=1[C:21]#[N:22].Cl.O1CCOCC1>>[NH2:22][C:21]1[C:13]2[N:14]=[CH:15][N:16]([CH2:17][CH:18]([CH3:19])[CH3:20])[C:12]=2[C:3]2[CH:4]=[CH:5][C:6]([C:8]([O:10][CH3:11])=[O:9])=[CH:7][C:2]=2[N:1]=1. Reported procedure: To 5-(2-amino-4-methoxycarbonylphenyl)-1-isobutyl-1H-imidazole-4-carbonitrile S12 (150 mg, 0.50 mmol, 1.0 equiv) was added 4 N HCl in dioxane (2.0 mL, 8.0 mmol, 16 equiv). The reaction was heated at reflux condition for 15 h then cooled to 25° C. The reaction was concentrated in vacuo and partitioned between 1:9 MeOH/EtOAc (50 mL) and saturated aqueous NaHCO3 solution (10 mL). The aqueous layer was extracted with 1:9 MeOH/EtOAc (3×10 mL). The combined organic layers were washed with saturated aq... Starting materials: BrC1=CC(=C(C=C1)O)SC(F)(F)F (4-bromo-1-hydroxy-2-trifluoromethylthiobenzene), C(C1=CC=CC=C1)Br (benzyl bromide). Conditions: time 1 hour. Product: C(C1=CC=CC=C1)OC1=C(C=C(C=C1)Br)SC(F)(F)F (1-benzyloxy-4-bromo-2-trifluoromethylthiobenzene). RXN SMILES: [Br:1][C:2]1[CH:7]=[CH:6][C:5]([OH:8])=[C:4]([S:9][C:10]([F:13])([F:12])[F:11])[CH:3]=1.[CH2:14](Br)[C:15]1[CH:20]=[CH:19][CH:18]=[CH:17][CH:16]=1>>[CH2:14]([O:8][C:5]1[CH:6]=[CH:7][C:2]([Br:1])=[CH:3][C:4]=1[S:9][C:10]([F:13])([F:11])[F:12])[C:15]1[CH:20]=[CH:19][CH:18]=[CH:17][CH:16]=1. Procedure: 1-Benzyloxy-4-bromo-2-trifluoromethylthiobenzene was prepared from 4-bromo-1-hydroxy-2-trifluoromethylthiobenzene following Method C. The reaction was conducted at 50° C. for 1 h using benzyl bromide as an alkylating agent and the resulting product was purified by column chromatography using hexanes as an eluent to afford 1-benzyloxy-4-bromo-2-trifluoromethylthiobenzene in 63% yield. The reactants are C[Si](CCCCCCCCCCCBr)(C)C (11-(trimethylsilyl)undecyl bromide), NC1=CC=C(C(=O)OCC)C=C1 (ethyl 4-aminobenzoate). Product: C[Si](CCCCCCCCCCCNC1=CC=C(C(=O)OCC)C=C1)(C)C (ethyl 4-[11-(trimethylsilyl)undecylamino]benzoate). Reaction SMILES: [CH3:1][Si:2]([CH3:16])([CH3:15])[CH2:3][CH2:4][CH2:5][CH2:6][CH2:7][CH2:8][CH2:9][CH2:10][CH2:11][CH2:12][CH2:13]Br.[NH2:17][C:18]1[CH:28]=[CH:27][C:21]([C:22]([O:24][CH2:25][CH3:26])=[O:23])=[CH:20][CH:19]=1>>[CH3:1][Si:2]([CH3:16])([CH3:15])[CH2:3][CH2:4][CH2:5][CH2:6][CH2:7][CH2:8][CH2:9][CH2:10][CH2:11][CH2:12][CH2:13][NH:17][C:18]1[CH:19]=[CH:20][C:21]([C:22]([O:24][CH2:25][CH3:26])=[O:23])=[CH:27][CH:28]=1. Reported procedure: In the manner of example 3, 11-(trimethylsilyl)undecyl bromide was reacted with ethyl 4-aminobenzoate to yield ethyl 4-[11-(trimethylsilyl)undecylamino]benzoate, m.p. 66°-68° C.